Dataset: the Open Reaction Database (ORD), a public repository of structured organic reaction records. Task: describe an organic reaction: reactants, conditions, products, and yield Reactants: B(Br)(Br)Br (boron tribromide), COC=1C=NC=C(C1)C#CC1=CC=CC=C1 (3-Methoxy-5-phenylethynylpyridine), C([O-])(O)=O.[Na+] (sodium bicarbonate). Run in ClCCl (dichloromethane). Reaction conditions: time 15 minute. Product: OC=1C=NC=C(C1)C#CC1=CC=CC=C1 (3-Hydroxy-5-phenylethynylpyridine). Yield: 4.4%. As a reaction SMILES: B(Br)(Br)Br.C[O:6][C:7]1[CH:8]=[N:9][CH:10]=[C:11]([C:13]#[C:14][C:15]2[CH:20]=[CH:19][CH:18]=[CH:17][CH:16]=2)[CH:12]=1.C(=O)(O)[O-].[Na+]>ClCCl>[OH:6][C:7]1[CH:8]=[N:9][CH:10]=[C:11]([C:13]#[C:14][C:15]2[CH:20]=[CH:19][CH:18]=[CH:17][CH:16]=2)[CH:12]=1 |f:2.3|. Procedure details: Add boron tribromide (1 mL, 1 mmol) dropwise to solution of 3-methoxy-5-phenylethynylpyridine, (prepared as described in EXAMPLE 30), (0.073 g, 0.35 mmol) in dichloromethane (0.7 mL) at −78° C. and stir for 15 min. Warm the reaction mixture to room temperature and stir overnight. Add a saturated aqueous solution of sodium bicarbonate to the reaction mixture and stir for 10 min to provide a biphasic solution. Separate the organic layer and wash it sequentially with a saturated solution of aqueous... The reactants are CC(=O)OC(C)=O, CC(=O)O, Nc1ccc(CC(=O)O)cc1, O. Yields the product CC(=O)Nc1ccc(CC(=O)O)cc1. Reaction SMILES: [CH3:12][C:13](=[O:14])[O:15][C:16](=[O:17])[CH3:18].[CH3:20][C:21](=[O:22])[OH:23].[NH2:1][c:2]1[cH:3][cH:4][c:5]([CH2:8][C:9](=[O:10])[OH:11])[cH:6][cH:7]1.[OH2:19]>>[NH:1]([c:2]1[cH:3][cH:4][c:5]([CH2:8][C:9](=[O:10])[OH:11])[cH:6][cH:7]1)[C:13]([CH3:12])=[O:14]. Starting materials: BrN1C(CCC1=O)=O (N-Bromosuccinimide), N(=NC(C#N)(C)C)C(C#N)(C)C (azo(bisisobutyronitrile)), CC1=CC=C(OC2=C(C=CC=C2)CC(=O)OCC)C=C1 (ethyl 2-(4-methylphenoxy)phenylacetate). Solvent: C(Cl)(Cl)(Cl)Cl (carbon tetrachloride). Yields the product BrCC1=CC=C(OC2=C(C=CC=C2)CC(=O)OCC)C=C1 (ethyl 2-(4-bromomethylphenoxy)phenylacetate). The yield is 45.3%. Reaction SMILES: [Br:1]N1C(=O)CCC1=O.N(C(C)(C)C#N)=NC(C)(C)C#N.[CH3:21][C:22]1[CH:40]=[CH:39][C:25]([O:26][C:27]2[CH:32]=[CH:31][CH:30]=[CH:29][C:28]=2[CH2:33][C:34]([O:36][CH2:37][CH3:38])=[O:35])=[CH:24][CH:23]=1>C(Cl)(Cl)(Cl)Cl>[Br:1][CH2:21][C:22]1[CH:40]=[CH:39][C:25]([O:26][C:27]2[CH:32]=[CH:31][CH:30]=[CH:29][C:28]=2[CH2:33][C:34]([O:36][CH2:37][CH3:38])=[O:35])=[CH:24][CH:23]=1. Procedure details: N-Bromosuccinimide (6.64 g) and azo(bisisobutyronitrile) (400 mg) were added to a solution of compound (B) (10.1 g) in carbon tetrachloride (100 ml). The mixture was heated under reflux for 20 hours and then cooled to ambient temperature. Insoluble material was removed by filtration and the filtrate was concentrated. The residue was purified by flash chromatography eluting with ethyl acetate/hexane (1:19 v/v), to give ethyl 2-(4-bromomethylphenoxy)phenylacetate (C) (5.9 g), as an oil; NMR (d6 -D...